Dataset: the Open Reaction Database (ORD), a public repository of structured organic reaction records. Task: describe an organic reaction: reactants, conditions, products, and yield Starting materials: C(C)(=O)O[BH-](OC(C)=O)OC(C)=O.[Na+] (sodium triacetoxyborohydride), ClC1=C2C(=NC=C1CCC=O)N(C=C2)S(=O)(=O)C2=CC=C(C)C=C2 (3-(4-chloro-1-tosyl-1H-pyrrolo[2,3-b]pyridin-5-yl)propanal), C(C)[C@@H]1C[C@@H](C[C@@H]1N=C=O)NS(=O)(=O)C1CC1 (N-((1S,3R,4S)-3-ethyl-4-isocyanatocyclopentyl)cyclopropanesulfonamide), C(C)(=O)O (acetic acid), C(=O)(O)[O-].[Na+] (NaHCO3). The yield is 54.8%. Procedure: To a mixture of 3-(4-chloro-1-tosyl-1H-pyrrolo[2,3-b]pyridin-5-yl)propanal (0.420 g, 1.04 mmol) and N-((1S,3S,4R)-3-amino-4-ethylcyclopentyl)cyclopropanesulfonamide (0.290 g, 1.25 mmol, prepared using OOO from Example #23 step E with NaOH) in DCE (4.00 mL) was added glacial acetic acid (0.089 mL, 1.6 mmol). The reaction mixture stirred for about 15 min at ambient temperature and sodium triacetoxyborohydride (0.331 g, 1.56 mmol) was added. The reaction was left stirring at ambient temperature for... As a reaction SMILES: [Cl:1][C:2]1[C:7]([CH2:8][CH2:9][CH:10]=O)=[CH:6][N:5]=[C:4]2[N:12]([S:15]([C:18]3[CH:24]=[CH:23][C:21]([CH3:22])=[CH:20][CH:19]=3)(=[O:17])=[O:16])[CH:13]=[CH:14][C:3]=12.[CH2:25]([C@H:27]1[C@@H:31]([N:32]=C=O)[CH2:30][C@@H:29]([NH:35][S:36]([CH:39]2[CH2:41][CH2:40]2)(=[O:38])=[O:37])[CH2:28]1)[CH3:26].C(O)(=O)C.C(O[BH-](OC(=O)C)OC(=O)C)(=O)C.[Na+].C([O-])(O)=O.[Na+]>ClCCCl.C(Cl)Cl>[Cl:1][C:2]1[C:7]([CH2:8][CH2:9][CH2:10][NH:32][C@@H:31]2[C@H:27]([CH2:25][CH3:26])[CH2:28][C@H:29]([NH:35][S:36]([CH:39]3[CH2:41][CH2:40]3)(=[O:38])=[O:37])[CH2:30]2)=[CH:6][N:5]=[C:4]2[N:12]([S:15]([C:18]3[CH:24]=[CH:23][C:21]([CH3:22])=[CH:20][CH:19]=3)(=[O:17])=[O:16])[CH:13]=[CH:14][C:3]=12 |f:3.4,5.6|. The product is ClC1=C2C(=NC=C1CCCN[C@H]1C[C@H](C[C@H]1CC)NS(=O)(=O)C1CC1)N(C=C2)S(=O)(=O)C2=CC=C(C)C=C2 (N-((1S,3S,4R)-3-(3-(4-chloro-1-tosyl-1H-pyrrolo[2,3-b]pyridin-5-yl)propylamino)-4-ethylcyclopentyl)cyclo-propanesulfonamide). Run in C(Cl)Cl (DCM), ClCCCl (DCE). Conditions: time 15 minute. Starting materials: FC=1C=CC=CC1N(C)C. The reagents and catalysts are OC(C)(C)C(O)(C)C, N(CC)(CC)CC, O1BOC=2C=CC=CC12, FC=1C(F)=C(F)C(B(C=2C(F)=C(F)C(F)=C(F)C2F)C=3C(F)=C(F)C(F)=C(F)C3F)=C(F)C1F. The solvent is C=1C=CC(=CC1)C. Conditions: temperature 120 celsius, time 48 hour. Product: FC1=CC(=CC=C1N(C)C)B2OC(C)(C)C(O2)(C)C. Yield: 42.0%. Reported procedure: Prepared from 2-fluoro-N,N-dimethylaniline (1g, 27.8 mg, 0.200 mmol, 1.00 equiv) and catBH (36.0 mg, 0.300 mmol, 1.50 equiv) according to GP 1. The title compound was purified by flash column chromatography using cyclohexane/EtOAc/Et3N (30/1/1) as eluent to afford 3g (22.2 mg, 42%) as a white solid. The reactants are C(C)C1=CC=C(C=C1)CC=1C(=NNC1C)O[C@H]1[C@H](O)[C@@H](O)[C@H](O)[C@H](O1)CO (4-[(4-ethylphenyl)methyl]-3-(β-D-glucopyranosyloxy)-5-methyl-1H-pyrazole), ICC (iodoethane). Yields the product C(C)N1N=C(C(=C1C)CC1=CC=C(C=C1)CC)O[C@H]1[C@H](O)[C@@H](O)[C@H](O)[C@H](O1)CO (1-Ethyl-4-[(4-ethylphenyl)methyl]-3-(β-D-glucopyranosyloxy)-5-methylpyrazole). Reaction SMILES: [CH2:1]([C:3]1[CH:8]=[CH:7][C:6]([CH2:9][C:10]2[C:11]([O:16][C@@H:17]3[O:25][C@H:24]([CH2:26][OH:27])[C@@H:22]([OH:23])[C@H:20]([OH:21])[C@H:18]3[OH:19])=[N:12][NH:13][C:14]=2[CH3:15])=[CH:5][CH:4]=1)[CH3:2].I[CH2:29][CH3:30]>>[CH2:29]([N:13]1[C:14]([CH3:15])=[C:10]([CH2:9][C:6]2[CH:7]=[CH:8][C:3]([CH2:1][CH3:2])=[CH:4][CH:5]=2)[C:11]([O:16][C@@H:17]2[O:25][C@H:24]([CH2:26][OH:27])[C@@H:22]([OH:23])[C@H:20]([OH:21])[C@H:18]2[OH:19])=[N:12]1)[CH3:30]. Reported procedure: The title compound was prepared in a similar manner to that described in Reference Example 63 using 4-[(4-ethylphenyl)methyl]-3-(β-D-glucopyranosyloxy)-5-methyl-1H-pyrazole instead of 3-(β-D-glucopyranosyloxy)-4-[(4-isopropoxyphenyl)methyl]-5-methyl-1H-pyrazole and using iodoethane instead of 1-iodopropane. Starting materials: C(C=C)[Mg]Br (allylmagnesium bromide), C1(CC1)CC1=CC=C(C=O)C=C1 (4-(cyclopropylmethyl)benzaldehyde). The solvent is C(C)OCC (diethyl ether), C(C)OCC (diethyl ether). Reaction conditions: time 15 minute. The product is C1(CC1)CC1=CC=C(C=C1)C(CC=C)O (1-[4-(cyclopropylmethyl)phenyl]-3-buten-1-ol). RXN SMILES: [CH2:1]([Mg]Br)[CH:2]=[CH2:3].[CH:6]1([CH2:9][C:10]2[CH:17]=[CH:16][C:13]([CH:14]=[O:15])=[CH:12][CH:11]=2)[CH2:8][CH2:7]1>C(OCC)C>[CH:6]1([CH2:9][C:10]2[CH:11]=[CH:12][C:13]([CH:14]([OH:15])[CH2:3][CH:2]=[CH2:1])=[CH:16][CH:17]=2)[CH2:8][CH2:7]1. Procedure: To a solution of allylmagnesium bromide (1.0M in diethyl ether, 3 ml) in diethyl ether (5 ml) was added dropwise 4-(cyclopropylmethyl)benzaldehyde (240 mg) in diethyl ether (2 ml) at 0° C. After 15 minutes, the reaction mixture was quenched by aqueous ammonium chloride and the resulting mixture was extracted with ethyl acetate. The organic layer was washed with water, dried over magnesium sulfate and concentrated. The residue was chromatographed on silica gel column eluting with a mixture of hex...